From a dataset of the Open Reaction Database (ORD), a public repository of structured organic reaction records. describe an organic reaction: reactants, conditions, products, and yield Reactants: C(CCCCCCCCC)NC(C=CC1=CC(=CC=C1)N)=O (N-decyl-3-(3-aminophenyl)propenamide), C1(\C=C/C(=O)O1)=O (maleic anhydride). Solvent: C1=CC=CC=C1 (benzene). The product is C(CCCCCCCCC)NC(C=CC1=CC(=CC=C1)NC(\C=C/C(=O)O)=O)=O (N-Decyl-3-(3-[cis-3-carboxypropenamido]phenyl)propenamide). As a reaction SMILES: [CH2:1]([NH:11][C:12](=[O:22])[CH:13]=[CH:14][C:15]1[CH:20]=[CH:19][CH:18]=[C:17]([NH2:21])[CH:16]=1)[CH2:2][CH2:3][CH2:4][CH2:5][CH2:6][CH2:7][CH2:8][CH2:9][CH3:10].[C:23]1(=[O:29])[O:28][C:26](=[O:27])[CH:25]=[CH:24]1>C1C=CC=CC=1>[CH2:1]([NH:11][C:12](=[O:22])[CH:13]=[CH:14][C:15]1[CH:20]=[CH:19][CH:18]=[C:17]([NH:21][C:23](=[O:29])/[CH:24]=[CH:25]\[C:26]([OH:28])=[O:27])[CH:16]=1)[CH2:2][CH2:3][CH2:4][CH2:5][CH2:6][CH2:7][CH2:8][CH2:9][CH3:10]. Procedure: A stirred mixture of 0.907 g. of N-decyl-3-(3-aminophenyl)propenamide and 25 ml. of benzene was heated on a steam bath until a solution was obtained. To this solution was then added 0.358 g. of maleic anhydride in one portion. In about 30 seconds a solid precipitated. The mixture was allowed to cool and then the solid was recovered by filtration. The solid was recrystallized from acetic acid, to give 1.1 g. (92% yeild) of the title compound, melting point 187°-188° C. The IR spectrum (KBr disc) ... The reactants are N (ammonia), [H-].[Na+] (sodium hydride), OC1=NC2=CC=CC=C2N=C1 (2-hydroxyquinoxaline), BrC1=NC=CC(=C1)C1=C(C(=CC2=CC(=C(C=C12)OC)OC)CO)CO (1-(2-bromo-4-pyridyl)-2,3-bis(hydroxymethyl)-6,7-dimethoxynaphthalene). Reagents/catalysts: [Cu]I (copper (I) iodide). Solvent: C(C)(=O)OCC (ethyl acetate), CN(C=O)C (dimethylformamide). Reaction conditions: time 15 minute. Yields the product O=C1N(C2=CC=CC=C2N=C1)C1=NC=CC(=C1)C1=C(C(=CC2=CC(=C(C=C12)OC)OC)CO)CO (1-[2-(2-oxo-1,2-dihydroquinoxalin-1-yl)-4-pyridyl]-2,3-bis(hydroxymethyl)-6,7-dimethoxynaphthalene). Yield: 19.2%. RXN SMILES: [OH:1][C:2]1[CH:11]=[N:10][C:9]2[C:4](=[CH:5][CH:6]=[CH:7][CH:8]=2)[N:3]=1.[H-].[Na+].Br[C:15]1[CH:20]=[C:19]([C:21]2[C:30]3[C:25](=[CH:26][C:27]([O:33][CH3:34])=[C:28]([O:31][CH3:32])[CH:29]=3)[CH:24]=[C:23]([CH2:35][OH:36])[C:22]=2[CH2:37][OH:38])[CH:18]=[CH:17][N:16]=1.N>CN(C)C=O.[Cu]I.C(OCC)(=O)C>[O:1]=[C:2]1[CH:11]=[N:10][C:9]2[C:4](=[CH:5][CH:6]=[CH:7][CH:8]=2)[N:3]1[C:15]1[CH:20]=[C:19]([C:21]2[C:30]3[C:25](=[CH:26][C:27]([O:33][CH3:34])=[C:28]([O:31][CH3:32])[CH:29]=3)[CH:24]=[C:23]([CH2:35][OH:36])[C:22]=2[CH2:37][OH:38])[CH:18]=[CH:17][N:16]=1 |f:1.2|. Procedure details: A solution of 2-hydroxyquinoxaline (2.92 g) in dimethylformamide (20 ml) is cooled with ice under nitrogen atmosphere, and thereto is added 60 % sodium hydride (0.78 g). The mixture is stirred at room temperature for 15 minutes, and thereto is added copper (I) iodide (4.19 g). The mixture is stirred at 120° C. for 15 minutes, and cooled to room temperature. To the mixture is added 1-(2-bromo-4-pyridyl)-2,3-bis(hydroxymethyl)-6,7-dimethoxynaphthalene (2.02 g), and the mixture is stirred at 120° C... Starting materials: FC1=C(C=CC(=C1)F)[N+](=O)[O-] (2,4-difluoronitrobenzene), P(=O)(O)(O)[O-].[K+] (potassium dihydrogen phosphate), P(=O)(O)(O)[O-].[K+] (potassium dihydrogen phosphate), C(C(F)(F)F)O (trifluoroethanol), CC(C)([O-])C.[K+] (potassium tert-butoxide). The solvent is COCCOC (1,2-dimethoxyethane), COCCOC (1,2-dimethoxyethane), C(C)(C)(C)OC (methyl tert-butyl ether), O (water). Run at temperature -10 celsius. Product: FC1=CC(=C(C=C1)[N+](=O)[O-])OCC(F)(F)F (4-fluoro-2-(2,2,2-trifluoroethoxy)nitrobenzene). Isolated yield 6.7%. Reaction SMILES: [CH2:1]([OH:6])[C:2]([F:5])([F:4])[F:3].CC(C)([O-])C.[K+].F[C:14]1[CH:19]=[C:18]([F:20])[CH:17]=[CH:16][C:15]=1[N+:21]([O-:23])=[O:22].P([O-])(O)(O)=O.[K+]>COCCOC.C(OC)(C)(C)C.O>[F:20][C:18]1[CH:19]=[CH:14][C:15]([N+:21]([O-:23])=[O:22])=[C:16]([O:6][CH2:1][C:2]([F:5])([F:4])[F:3])[CH:17]=1 |f:1.2,4.5|. Procedure: A solution of trifluoroethanol (88 g, 64 mL, 88 mol) was added to a slurry of potassium tert-butoxide (98.8 g, 0.88 mol) in 1,2-dimethoxyethane (145 mL) such that the reaction temperature remained below 11° C. The mixture then was cooled 1.5 hours at 0° to 5° C. and added over 2.5 hours to a solution of 2,4-difluoronitrobenzene (135 g, 0.85 mol) in 1,2-dimethoxyethane (150 mL) at -10° C. The mixture was cooled 1 hour at -10° C. and then aqueous potassium dihydrogen phosphate solution (13 g, 130 ... Starting materials: C(=O)([O-])[O-].[Cs+].[Cs+] (Cs2CO3), 4-N-acetamide, 4-amino, [H-].[Na+] (NaH), C(C)(=O)N(C(C)=O)C1=C(C(N(C2=NC(=C(C=C12)C1=CC=C(C=C1)Cl)C1=C(C=C(C=C1)Cl)Cl)C)=O)C (N-acetyl-N-(7-(2,4-dichlorophenyl)-6-(4-chlorophenyl)-1,2-dihydro-1,3 dimethyl-2-oxo-1,8-naphthyridinyl)acetamide), C(C)(=O)Cl (acetyl chloride), C(C)(=O)Cl (acetyl chloride), 4-di-N-acetamide. Solvent: CO (methanol), C1CCOC1 (THF), CN(C)C=O (DMF), CCOC(=O)C (EtOAc). The product is ClC=1C(N(C2=NC(=C(C=C2C1NC(C)=O)C1=CC=C(C=C1)Cl)C1=C(C=C(C=C1)Cl)Cl)C)=O (N-[3-chloro-6-(4-chlorophenyl)-7-(2,4-dichlorophenyl)-1-methyl-2-oxo-1,2-dihydro-1,8-naphthyridin-4-yl]acetamide). As a reaction SMILES: [H-].[Na+].C([Cl:6])(=O)C.[C:7]([N:10]([C:14]1[C:23]2[C:18](=[N:19][C:20]([C:31]3[CH:36]=[CH:35][C:34]([Cl:37])=[CH:33][C:32]=3[Cl:38])=[C:21]([C:24]3[CH:29]=[CH:28][C:27]([Cl:30])=[CH:26][CH:25]=3)[CH:22]=2)[N:17]([CH3:39])[C:16](=[O:40])[C:15]=1C)C(=O)C)(=[O:9])[CH3:8].C([O-])([O-])=O.[Cs+].[Cs+]>C1COCC1.CO.CCOC(C)=O.CN(C=O)C>[Cl:6][C:15]1[C:16](=[O:40])[N:17]([CH3:39])[C:18]2[C:23]([C:14]=1[NH:10][C:7](=[O:9])[CH3:8])=[CH:22][C:21]([C:24]1[CH:29]=[CH:28][C:27]([Cl:30])=[CH:26][CH:25]=1)=[C:20]([C:31]1[CH:36]=[CH:35][C:34]([Cl:37])=[CH:33][C:32]=1[Cl:38])[N:19]=2 |f:0.1,4.5.6|. Procedure: To the product to Step A (100 mg) in THF (1.5 mL) and DMF (0.3 mL) was added NaH (13 mg, 60% dispersion in mineral oil) at 0° C. After about 10 minutes acetyl chloride (61.4 μL) was added. An additional portion of acetyl chloride (30 μL) was added. Analysis of the reaction solution indicated a distribution between the 4-amino, 4-N-acetamide and 4-di-N-acetamide. The imide was cleaved by adding a solution of Cs2CO3 (about 200 mg) in methanol (about 5 mL). The reaction was diluted with EtOAc and w... The reactants are CCCCCCN(Cc1ccc(F)c(C(=O)OC)c1)S(=O)(=O)c1ccc(Br)cc1, C#Cc1ccc(CCCC)cc1, CCOCC, [Cu]I, CN(C)C=O, Cl[Pd]Cl, c1ccc(P(c2ccccc2)c2ccccc2)cc1, c1ccc(P(c2ccccc2)c2ccccc2)cc1, c1ccc(P(c2ccccc2)c2ccccc2)cc1. Product: CCCCCCN(Cc1ccc(F)c(C(=O)OC)c1)S(=O)(=O)c1ccc(C#Cc2ccc(CCCC)cc2)cc1. As a reaction SMILES: [Br:1][c:2]1[cH:3][cH:4][c:5]([S:8](=[O:9])(=[O:10])[N:11]([CH2:12][CH2:13][CH2:14][CH2:15][CH2:16][CH3:17])[CH2:18][c:19]2[cH:20][cH:21][c:22]([F:29])[c:23]([C:24](=[O:25])[O:26][CH3:27])[cH:28]2)[cH:6][cH:7]1.[CH2:30]([CH2:31][CH2:32][CH3:33])[c:34]1[cH:35][cH:36][c:37]([C:40]#[CH:41])[cH:38][cH:39]1.[CH3:66][CH2:67][O:68][CH2:69][CH3:70].[Cu:112][I:113].[O:61]=[CH:62][N:63]([CH3:64])[CH3:65].[Pd:71]([Cl:72])[Cl:73].[c:42]1([P:43]([c:44]2[cH:45][cH:46][cH:47][cH:48][cH:49]2)[c:50]2[cH:51][cH:52][cH:53][cH:54][cH:55]2)[cH:56][cH:57][cH:58][cH:59][cH:60]1.[c:74]1([P:75]([c:76]2[cH:77][cH:78][cH:79][cH:80][cH:81]2)[c:82]2[cH:83][cH:84][cH:85][cH:86][cH:87]2)[cH:88][cH:89][cH:90][cH:91][cH:92]1.[c:93]1([P:94]([c:95]2[cH:96][cH:97][cH:98][cH:99][cH:100]2)[c:101]2[cH:102][cH:103][cH:104][cH:105][cH:106]2)[cH:107][cH:108][cH:109][cH:110][cH:111]1>>[c:2]1([C:41]#[C:40][c:37]2[cH:36][cH:35][c:34]([CH2:30][CH2:31][CH2:32][CH3:33])[cH:39][cH:38]2)[cH:3][cH:4][c:5]([S:8](=[O:9])(=[O:10])[N:11]([CH2:12][CH2:13][CH2:14][CH2:15][CH2:16][CH3:17])[CH2:18][c:19]2[cH:20][cH:21][c:22]([F:29])[c:23]([C:24](=[O:25])[O:26][CH3:27])[cH:28]2)[cH:6][cH:7]1. The reactants are C1CCOC1, CN(C)CCN, O=C(Cl)c1cccc([N+](=O)[O-])c1. Product: CN(C)CCNC(=O)c1cccc([N+](=O)[O-])c1. RXN SMILES: [CH2:19]1[O:20][CH2:21][CH2:22][CH2:23]1.[CH3:1][N:2]([CH2:3][CH2:4][NH2:5])[CH3:6].[N+:7](=[O:8])([O-:9])[c:10]1[cH:11][c:12]([C:13](=[O:14])[Cl:15])[cH:16][cH:17][cH:18]1>>[CH3:1][N:2]([CH2:3][CH2:4][NH:5][C:13]([c:12]1[cH:11][c:10]([N+:7](=[O:8])[O-:9])[cH:18][cH:17][cH:16]1)=[O:14])[CH3:6]. Reactants: C(C)(=O)OCC (Ethyl acetate), N1C(OC(C2=C1C=CC=C2)=O)=O (3,1-Benzoxazin-2,4-(1H)-dione), ICCCCC (1-Iodopentane), [H-].[Na+] (sodium hydride). The solvent is CN(C=O)C (N,N-dimethylformamide). Run at time 1 hour. The product is C(CCCC)N1C(OC(C2=C1C=CC=C2)=O)=O (1-pentyl-3,1-benzoxazin-2,4-(1H)-dione). Isolated yield 44.4%. Reaction SMILES: [NH:1]1[C:6]2[CH:7]=[CH:8][CH:9]=[CH:10][C:5]=2[C:4](=[O:11])[O:3][C:2]1=[O:12].[H-].[Na+].I[CH2:16][CH2:17][CH2:18][CH2:19][CH3:20].C(OCC)(=O)C>CN(C)C=O>[CH2:16]([N:1]1[C:6]2[CH:7]=[CH:8][CH:9]=[CH:10][C:5]=2[C:4](=[O:11])[O:3][C:2]1=[O:12])[CH2:17][CH2:18][CH2:19][CH3:20] |f:1.2|. Procedure: 3,1-Benzoxazin-2,4-(1H)-dione (1.0 g, 6.13 mmol) was dissolved in N,N-dimethylformamide (10 ml), 60% sodium hydride (0.296 g, 7.39 mmol) was added under ice-cooling, and the mixture was stirred at room temperature for 1 hr. 1-Iodopentane (0.97 ml, 7.32 mmol) was added, and the mixture was stirred at room temperature for 2 hr. Ethyl acetate was added to the reaction mixture, the mixture was washed with water, and the organic layer was dried over sodium sulfate. The solvent was evaporated under re...